Dataset: the Open Reaction Database (ORD), a public repository of structured organic reaction records. Task: describe an organic reaction: reactants, conditions, products, and yield Reactants: C1CCOC1, C[Si](C)(C)[N-][Si](C)(C)C, O=C(O)Cc1cccc(Cl)c1, COC(=O)c1ccc(Cl)cc1, [Na+]. The product is O=C(Cc1cccc(Cl)c1)c1ccc(Cl)cc1. Reaction SMILES: [CH2:33]1[O:34][CH2:35][CH2:36][CH2:37]1.[CH3:12][Si:13]([N-:14][Si:15]([CH3:16])([CH3:17])[CH3:18])([CH3:19])[CH3:20].[Cl:1][c:2]1[cH:3][c:4]([CH2:8][C:9](=[O:10])[OH:11])[cH:5][cH:6][cH:7]1.[Cl:22][c:23]1[cH:24][cH:25][c:26]([C:27]([O:28][CH3:29])=[O:30])[cH:31][cH:32]1.[Na+:21]>>[Cl:1][c:2]1[cH:3][c:4]([CH2:8][C:9](=[O:11])[c:26]2[cH:25][cH:24][c:23]([Cl:22])[cH:32][cH:31]2)[cH:5][cH:6][cH:7]1. The reactants are SC=1SC(=NN1)C (2-mercapto-5-methyl-1,3,4-thiadiazole), ClC1=NC2=CC(=C(C=C2N=C1C(F)(F)F)Cl)SC (2,6-Dichloro-7-methylsulfanyl-3-trifluoromethylquinoxaline), O=P(Cl)(Cl)Cl (POCl3), ClC=1C=C2N=C(C(NC2=CC1SC)=O)C(F)(F)F (6-chloro-7-methylsulfanyl-3-trifluoromethyl-1H-quinoxaline-2-one), CN(C)C1=NC=CC=C1 (dimethylaminopyridine), C([O-])([O-])=O.[K+].[K+] (Potassium carbonate). The solvent is CN(C)C=O (DMF). Conditions: temperature 50 celsius, time 2 hour. Product: ClC=1C=C2N=C(C(=NC2=CC1SC)SC=1SC(=NN1)C)C(F)(F)F (6-chloro-7-methylsulfanyl-2-(5-methyl-1,3,4-thiadiazol-2-ylsulfanyl)-3-trifluoromethylquinoxaline). Isolated yield 50.0%. Reaction SMILES: Cl[C:2]1[C:11]([C:12]([F:15])([F:14])[F:13])=[N:10][C:9]2[C:4](=[CH:5][C:6]([S:17][CH3:18])=[C:7]([Cl:16])[CH:8]=2)[N:3]=1.ClC1C=C2C(=CC=1SC)NC(=O)C(C(F)(F)F)=N2.CN(C1C=CC=CN=1)C.O=P(Cl)(Cl)Cl.[SH:51][C:52]1[S:53][C:54]([CH3:57])=[N:55][N:56]=1.C(=O)([O-])[O-].[K+].[K+]>CN(C=O)C>[Cl:16][C:7]1[CH:8]=[C:9]2[C:4](=[CH:5][C:6]=1[S:17][CH3:18])[N:3]=[C:2]([S:51][C:52]1[S:53][C:54]([CH3:57])=[N:55][N:56]=1)[C:11]([C:12]([F:15])([F:14])[F:13])=[N:10]2 |f:5.6.7|. Procedure details: 2,6-Dichloro-7-methylsulfanyl-3-trifluoromethylquinoxaline (116 mg, 0.37 mmol, prepared similarly as described above from 6-chloro-7-methylsulfanyl-3-trifluoromethyl-1H-quinoxaline-2-one, dimethylaminopyridine and POCl3) and 2-mercapto-5-methyl-1,3,4-thiadiazole (146 mg, 1.1 mmol) was dissolved in DMF (3.3 ml). Potassium carbonate (20 mg) was added and the reaction mixture was stirred at 50° C. for 2 hours. The cooled mixture was partitioned between diethyl ether and water. The organic layer sep...